Dataset: the Open Reaction Database (ORD), a public repository of structured organic reaction records. Task: describe an organic reaction: reactants, conditions, products, and yield Reactants: ClC=1C=C(C(=NC1)NC=1C=NC(=CC1)OC)C1=C2N=CN(C2=NC(=N1)C)C1OCCCC1 (5-chloro-N-(6-methoxypyridin-3-yl)-3-(2-methyl-9-(tetrahydro-2H-pyran-2-yl)-9H-purin-6-yl)pyridin-2-amine), COC1=CC=C(CN)C=C1 (4-methoxybenzylamine), CC(C)([O-])C.[Na+] (sodium tert-butoxide), C(C)(C)(C)P(C1=C(C=CC=C1)C1=C(C=C(C=C1C(C)C)C(C)C)C(C)C)C(C)(C)C (2-di-t-butylphosphino-2′,4′,6′-tri-isopropyl-1,1′-biphenyl), Cl (HCl). The reagents and catalysts are C=1C=CC(=CC1)/C=C/C(=O)/C=C/C2=CC=CC=C2.C=1C=CC(=CC1)/C=C/C(=O)/C=C/C2=CC=CC=C2.C=1C=CC(=CC1)/C=C/C(=O)/C=C/C2=CC=CC=C2.[Pd].[Pd] (Pd2(dba)3). Solvent: C1CCOC1 (THF), C(=O)(O)[O-].[Na+] (NaHCO3), C1CCOC1 (THF), CO (MeOH). Conditions: temperature 100 celsius, time 8 hour. Product: COC1=CC=C(CNC=2C=C(C(=NC2)NC=2C=NC(=CC2)OC)C2=C3N=CNC3=NC(=N2)C)C=C1 (N5-(4-methoxybenzyl)-N2-(6-methoxypyridin-3-yl)-3-(2-methyl-9H-purin-6-yl)pyridine-2,5-diamine). The yield is 13.0%. RXN SMILES: Cl[C:2]1[CH:3]=[C:4]([C:17]2[N:25]=[C:24]([CH3:26])[N:23]=[C:22]3[C:18]=2[N:19]=[CH:20][N:21]3C2CCCCO2)[C:5]([NH:8][C:9]2[CH:10]=[N:11][C:12]([O:15][CH3:16])=[CH:13][CH:14]=2)=[N:6][CH:7]=1.[CH3:33][O:34][C:35]1[CH:42]=[CH:41][C:38]([CH2:39][NH2:40])=[CH:37][CH:36]=1.CC(C)([O-])C.[Na+].C(P(C(C)(C)C)C1C=CC=CC=1C1C(C(C)C)=CC(C(C)C)=CC=1C(C)C)(C)(C)C.Cl>C1COCC1.C([O-])(O)=O.[Na+].CO.C1C=CC(/C=C/C(/C=C/C2C=CC=CC=2)=O)=CC=1.C1C=CC(/C=C/C(/C=C/C2C=CC=CC=2)=O)=CC=1.C1C=CC(/C=C/C(/C=C/C2C=CC=CC=2)=O)=CC=1.[Pd].[Pd]>[CH3:33][O:34][C:35]1[CH:42]=[CH:41][C:38]([CH2:39][NH:40][C:2]2[CH:3]=[C:4]([C:17]3[N:25]=[C:24]([CH3:26])[N:23]=[C:22]4[C:18]=3[N:19]=[CH:20][NH:21]4)[C:5]([NH:8][C:9]3[CH:10]=[N:11][C:12]([O:15][CH3:16])=[CH:13][CH:14]=3)=[N:6][CH:7]=2)=[CH:37][CH:36]=1 |f:2.3,7.8,10.11.12.13.14|. Reported procedure: A solution of 5-chloro-N-(6-methoxypyridin-3-yl)-3-(2-methyl-9-(tetrahydro-2H-pyran-2-yl)-9H-purin-6-yl)pyridin-2-amine (0.150 g, 0.332 mmol) and 4-methoxybenzylamine (0.108 mL, 0.830 mmol) (Source: Aldrich) in THF (10 mL) was treated with sodium tert-butoxide (0.096 g, 0.996 mmol) and 2-di-t-butylphosphino-2′,4′,6′-tri-isopropyl-1,1′-biphenyl (0.030 g). The mixture was deoxygenated and treated with Pd2(dba)3 (0.030 g, 0.033 mmol) under N2. The flask was fitted with a reflux condenser, then plac... The reactants are CC(C)(C)OC(=O)NC1CNc2ccccc2N(CC(=O)OCc2ccccc2)C1=O, CC(=O)N1CC(NC(=O)c2ccccc2)C(=O)N(CC(=O)O)c2ccccc21, COCC(=O)N1CC(NC(=O)c2cc(Cl)c(O)c(Cl)c2)C(=O)N(CC(=O)NC2CC(=O)OC2OCc2ccccc2)c2ccccc21. Product: O=C(CN1C(=O)C(NC(=O)c2cc(Cl)c(O)c(Cl)c2)CN(C(=O)CO)c2ccccc21)NC1CC(=O)OC1OCc1ccccc1. Reaction SMILES: [CH2:1]([O:2][C:3](=[O:4])[CH2:5][N:6]1[c:7]2[cH:8][cH:9][cH:10][cH:11][c:12]2[NH:13][CH2:14][CH:15]([NH:16][C:17]([O:18][C:19]([CH3:20])([CH3:21])[CH3:22])=[O:23])[C:24]1=[O:25])[c:26]1[cH:27][cH:28][cH:29][cH:30][cH:31]1.[O:32]=[C:33]1[N:34]([CH2:35][C:36]([OH:37])=[O:38])[c:39]2[cH:40][cH:41][cH:42][cH:43][c:44]2[N:45]([C:46](=[O:47])[CH3:48])[CH2:49][CH:50]1[NH:51][C:52](=[O:53])[c:54]1[cH:55][cH:56][cH:57][cH:58][cH:59]1.[O:60]=[C:61]1[CH:62]([NH:95][C:96]([c:97]2[cH:98][c:99]([Cl:105])[c:100]([OH:104])[c:101]([Cl:103])[cH:102]2)=[O:106])[CH2:63][N:64]([C:90]([CH2:91][O:92][CH3:93])=[O:94])[c:65]2[c:66]([cH:86][cH:87][cH:88][cH:89]2)[N:67]1[CH2:68][C:69](=[O:70])[NH:71][CH:72]1[CH:73]([O:78][CH2:79][c:80]2[cH:81][cH:82][cH:83][cH:84][cH:85]2)[O:74][C:75](=[O:77])[CH2:76]1>>[O:60]=[C:61]1[CH:62]([NH:95][C:96]([c:97]2[cH:98][c:99]([Cl:105])[c:100]([OH:104])[c:101]([Cl:103])[cH:102]2)=[O:106])[CH2:63][N:64]([C:90]([CH2:91][OH:92])=[O:94])[c:65]2[c:66]([cH:86][cH:87][cH:88][cH:89]2)[N:67]1[CH2:68][C:69](=[O:70])[NH:71][CH:72]1[CH:73]([O:78][CH2:79][c:80]2[cH:81][cH:82][cH:83][cH:84][cH:85]2)[O:74][C:75](=[O:77])[CH2:76]1.